From a dataset of the Open Reaction Database (ORD), a public repository of structured organic reaction records. describe an organic reaction: reactants, conditions, products, and yield Starting materials: B(F)(F)F.CCOCC (boron trifluoride etherate), C(CCC)OC(C(NC(=O)OC(C)(C)C)OC(C)=O)=O (N-t-butoxycarbonyl-2-acetoxyglycine n-butyl ester), C1(=CC=CC=C1)O (phenol). Solvent: C(Cl)Cl (methylene chloride), C(Cl)Cl (methylene chloride). Product: C(CCC)OC(C(NC(=O)OC(C)(C)C)C1=CC=C(C=C1)O)=O (N-t-butoxycarbonyl-2-(4-hydroxyphenyl)glycine n-butyl ester), C(CCC)OC(C(NC(=O)OC(C)(C)C)C1=C(C=CC=C1)O)=O (N-t-butoxycarbonyl-2-(2-hydroxyphenyl)glycine n-butyl ester). Reaction SMILES: [CH2:1]([O:5][C:6](=[O:20])[CH:7](OC(=O)C)[NH:8][C:9]([O:11][C:12]([CH3:15])([CH3:14])[CH3:13])=[O:10])[CH2:2][CH2:3][CH3:4].[C:21]1([OH:27])[CH:26]=[CH:25][CH:24]=[CH:23][CH:22]=1.B(F)(F)F.CCOCC>C(Cl)Cl>[CH2:1]([O:5][C:6](=[O:20])[CH:7]([C:24]1[CH:25]=[CH:26][C:21]([OH:27])=[CH:22][CH:23]=1)[NH:8][C:9]([O:11][C:12]([CH3:13])([CH3:14])[CH3:15])=[O:10])[CH2:2][CH2:3][CH3:4].[CH2:1]([O:5][C:6](=[O:20])[CH:7]([C:22]1[CH:23]=[CH:24][CH:25]=[CH:26][C:21]=1[OH:27])[NH:8][C:9]([O:11][C:12]([CH3:13])([CH3:14])[CH3:15])=[O:10])[CH2:2][CH2:3][CH3:4] |f:2.3|. Procedure details: A solution of 1.5 g. (0.005 mol.) of N-t-butoxycarbonyl-2-acetoxyglycine n-butyl ester in 10 ml. of methylene chloride was slowly added over a 1 hour period to a stirred solution of 0.6 g. (0.006 mol.) of phenol and 0.1 ml. of boron trifluoride etherate in 15 ml. of methylene chloride. After 3 hours the reaction mixture was chromatographed on 50 g. of silica gel and eluted with methylene chloride containing increasing amounts of ethyl acetate to give N-t-butoxycarbonyl-2-(4-hydroxyphenyl)glycine... The reactants are O=C([O-])[O-], CCN1CCNCC1, ClC(Cl)Cl, O=c1c2c3c(sc2nc(CCl)n1-c1ccccc1Cl)CCCC3, [K+], [K+]. Product: CCN1CCN(Cc2nc3sc4c(c3c(=O)n2-c2ccccc2Cl)CCCC4)CC1. Reaction SMILES: [C:24](=[O:25])([O-:26])[O-:27].[CH2:30]([CH3:31])[N:32]1[CH2:33][CH2:34][NH:35][CH2:36][CH2:37]1.[CH:38]([Cl:39])([Cl:40])[Cl:41].[Cl:1][CH2:2][c:3]1[n:4](-[c:17]2[c:18]([Cl:23])[cH:19][cH:20][cH:21][cH:22]2)[c:5](=[O:16])[c:6]2[c:7]([n:8]1)[s:9][c:10]1[c:11]2[CH2:12][CH2:13][CH2:14][CH2:15]1.[K+:28].[K+:29]>>[CH2:2]([c:3]1[n:4](-[c:17]2[c:18]([Cl:23])[cH:19][cH:20][cH:21][cH:22]2)[c:5](=[O:16])[c:6]2[c:7]([n:8]1)[s:9][c:10]1[c:11]2[CH2:12][CH2:13][CH2:14][CH2:15]1)[N:35]1[CH2:34][CH2:33][N:32]([CH2:30][CH3:31])[CH2:37][CH2:36]1. The reactants are CCOC(=O)C1=Cc2ccc(OC)cc2OC1C(F)(F)F, CCO, [O-][I+3]([O-])([O-])O, I, O. The product is CCOC(=O)C1=Cc2cc(I)c(OC)cc2OC1C(F)(F)F. RXN SMILES: [CH3:1][O:2][c:3]1[cH:4][cH:5][c:6]2[c:11]([cH:12]1)[O:10][CH:9]([C:13]([F:14])([F:15])[F:16])[C:8]([C:17](=[O:18])[O:19][CH2:20][CH3:21])=[CH:7]2.[CH3:28][CH2:29][OH:30].[I+3:23]([OH:24])([O-:25])([O-:26])[O-:27].[I:22].[OH2:31]>>[CH3:1][O:2][c:3]1[c:4]([I:23])[cH:5][c:6]2[c:11]([cH:12]1)[O:10][CH:9]([C:13]([F:14])([F:15])[F:16])[C:8]([C:17](=[O:18])[O:19][CH2:20][CH3:21])=[CH:7]2. The reactants are CC1(C)OB(c2cccc3[nH]ncc23)OC1(C)C, O=C(O)c1cccc(-c2cc3nc(Cl)nc(N4CCOCC4)c3s2)c1. Product: O=C(O)c1cccc(-c2cc3nc(-c4cccc5[nH]ncc45)nc(N4CCOCC4)c3s2)c1. As a reaction SMILES: [CH3:26][C:27]1([CH3:28])[C:29]([CH3:30])([CH3:31])[O:32][B:33]([c:34]2[c:35]3[cH:36][n:37][nH:38][c:39]3[cH:40][cH:41][cH:42]2)[O:43]1.[Cl:1][c:2]1[n:3][c:4]([N:20]2[CH2:21][CH2:22][O:23][CH2:24][CH2:25]2)[c:5]2[c:6]([n:7]1)[cH:8][c:9](-[c:11]1[cH:12][c:13]([C:14](=[O:15])[OH:16])[cH:17][cH:18][cH:19]1)[s:10]2>>[c:2]1(-[c:34]2[c:35]3[cH:36][n:37][nH:38][c:39]3[cH:40][cH:41][cH:42]2)[n:3][c:4]([N:20]2[CH2:21][CH2:22][O:23][CH2:24][CH2:25]2)[c:5]2[c:6]([n:7]1)[cH:8][c:9](-[c:11]1[cH:12][c:13]([C:14](=[O:15])[OH:16])[cH:17][cH:18][cH:19]1)[s:10]2. Starting materials: COC(=O)c1cc2nc(C(F)(F)F)ccc2c(C)c1[N+](=O)[O-], CCOC(C)=O, CO, Cl, [Li+], [OH-], O, O. Product: Cc1c([N+](=O)[O-])c(C(=O)O)cc2nc(C(F)(F)F)ccc12. As a reaction SMILES: [CH3:1][O:2][C:3](=[O:4])[c:5]1[c:6]([N+:20](=[O:21])[O-:22])[c:7]([CH3:19])[c:8]2[cH:9][cH:10][c:11]([C:15]([F:16])([F:17])[F:18])[n:12][c:13]2[cH:14]1.[CH3:26][CH2:27][O:28][C:29](=[O:30])[CH3:31].[CH3:34][OH:35].[ClH:32].[Li+:25].[OH-:24].[OH2:23].[OH2:33]>>[O:2]=[C:3]([OH:4])[c:5]1[c:6]([N+:20](=[O:21])[O-:22])[c:7]([CH3:19])[c:8]2[cH:9][cH:10][c:11]([C:15]([F:16])([F:17])[F:18])[n:12][c:13]2[cH:14]1. The reactants are COC(=O)CCCC1CCNCC1, CC(C)=O, O=C1C2C=CC=CC2C(=O)N1CCCCI, [K+], [K+], O=C([O-])[O-]. The product is COC(=O)CCCC1CCN(CCCCN2C(=O)C3C=CC=CC3C2=O)CC1. Reaction SMILES: [CH3:1][O:2][C:3]([CH2:4][CH2:5][CH2:6][CH:7]1[CH2:8][CH2:9][NH:10][CH2:11][CH2:12]1)=[O:13].[CH3:36][C:37](=[O:38])[CH3:39].[I:20][CH2:21][CH2:22][CH2:23][CH2:24][N:25]1[C:26](=[O:35])[CH:27]2[CH:28]=[CH:29][CH:30]=[CH:31][CH:32]2[C:33]1=[O:34].[K+:14].[K+:15].[O-:16][C:17]([O-:18])=[O:19]>>[CH3:1][O:2][C:3]([CH2:4][CH2:5][CH2:6][CH:7]1[CH2:8][CH2:9][N:10]([CH2:21][CH2:22][CH2:23][CH2:24][N:25]2[C:26](=[O:35])[CH:27]3[CH:28]=[CH:29][CH:30]=[CH:31][CH:32]3[C:33]2=[O:34])[CH2:11][CH2:12]1)=[O:13]. Starting materials: ClC1=NC2=C(N1[C@H]1[C@H](OC(C3=CC=CC=C3)(C3=CC=CC=C3)C3=CC=CC=C3)[C@H]([C@H](O1)COC(C1=CC=CC=C1)(C1=CC=CC=C1)C1=CC=CC=C1)F)C=C(C(=C2)Cl)Cl (2,5,6-Trichloro-1-(2,5-di-O-trityl-3-deoxy-3-fluoro-β-D-xylofuranosyl)benzimidazole). Yields the product ClC1=NC2=C(N1[C@H]1[C@H](O)[C@H]([C@H](O1)CO)F)C=C(C(=C2)Cl)Cl (2,5,6-Trichloro-1-(3-deoxy-3-fluoro-β-D-xylofuranosyl)benzimidazole). Isolated yield 74.7%. Reported procedure: Compound 5 (0.28 g, 0.32 mmol) was dissolved in 10% CF3COOH in CHCl3 (20 mL) and stirred at room temperature in a stoppered flask for 45 min. The reaction mixture was evaporated to dryness in vacuo, the oily residue was purified by flash chromatography (EtOAc/hexane 5:1, 2 cm×15 cm), appropriate fractions pooled, evaporated to dryness and crystallized from MeOH/H2O to give 85 mg (74%) of compound 7 as white crystals. RXN SMILES: [Cl:1][C:2]1[N:6]([C@@H:7]2[O:31][C@H:30]([CH2:32][O:33]C(C3C=CC=CC=3)(C3C=CC=CC=3)C3C=CC=CC=3)[C@H:29]([F:53])[C@H:8]2[O:9]C(C2C=CC=CC=2)(C2C=CC=CC=2)C2C=CC=CC=2)[C:5]2[CH:54]=[C:55]([Cl:59])[C:56]([Cl:58])=[CH:57][C:4]=2[N:3]=1>C(O)(C(F)(F)F)=O.C(Cl)(Cl)Cl>[Cl:1][C:2]1[N:6]([C@@H:7]2[O:31][C@H:30]([CH2:32][OH:33])[C@H:29]([F:53])[C@H:8]2[OH:9])[C:5]2[CH:54]=[C:55]([Cl:59])[C:56]([Cl:58])=[CH:57][C:4]=2[N:3]=1. The solvent is C(=O)(C(F)(F)F)O (CF3COOH), C(Cl)(Cl)Cl (CHCl3). Reaction conditions: time 45 minute. RXN SMILES: [F:1][C:2]([F:7])([F:6])[C:3]([OH:5])=[O:4].[F:8][C:9]([F:14])([F:13])[C:10]([OH:12])=[O:11].FC(F)(F)C(O)=O.[Cl:22][C:23]1[CH:24]=[N:25][C:26]2[NH:27][C:28]3[CH:29]=[N:30][CH:31]=[C:32]([CH:54]=3)[CH2:33][CH2:34][C:35]3[CH:43]=[C:39]([NH:40][C:41]=1[N:42]=2)[CH:38]=[CH:37][C:36]=3[NH:44][C:45](=[O:53])[CH2:46][CH:47]1[CH2:52][CH2:51][NH:50][CH2:49][CH2:48]1.[CH3:55][N:56]([CH3:61])[S:57](Cl)(=[O:59])=[O:58]>>[F:1][C:2]([F:7])([F:6])[C:3]([OH:5])=[O:4].[F:8][C:9]([F:14])([F:13])[C:10]([OH:12])=[O:11].[Cl:22][C:23]1[CH:24]=[N:25][C:26]2[NH:27][C:28]3[CH:29]=[N:30][CH:31]=[C:32]([CH:54]=3)[CH2:33][CH2:34][C:35]3[CH:43]=[C:39]([NH:40][C:41]=1[N:42]=2)[CH:38]=[CH:37][C:36]=3[NH:44][C:45](=[O:53])[CH2:46][CH:47]1[CH2:52][CH2:51][N:50]([S:57]([N:56]([CH3:61])[CH3:55])(=[O:59])=[O:58])[CH2:49][CH2:48]1 |f:0.1.2.3,5.6.7|. Reactants: FC(C(=O)O)(F)F.FC(C(=O)O)(F)F.FC(C(=O)O)(F)F.ClC=1C=NC=2NC=3C=NC=C(CCC4=C(C=CC(NC1N2)=C4)NC(CC4CCNCC4)=O)C3 (N-[6-chloro-2,4,8,18,22-pentaazatetracyclo[14.3.1.1(3,7).1(9,13)]docosa-1(20),3(22),4,6,9(21),10,12,16,18-nonaen-12-yl]-2-piperidin-4-ylacetamide tris(trifluoroacetate)), CN(S(=O)(=O)Cl)C (dimethylsulfamoyl chloride). Procedure: The desired compound was prepared according to the procedure of Example A42, using N-[6-chloro-2,4,8,18,22-pentaazatetracyclo[14.3.1.1(3,7).1(9,13)]docosa-1(20),3(22),4,6,9(21),10,12,16,18-nonaen-12-yl]-2-piperidin-4-ylacetamide tris(trifluoroacetate) and dimethylsulfamoyl chloride as starting materials in 48% yield. 1H NMR (300 MHz, DMSO-d6): δ 10.02 (s, 1H), 9.40 (m, 2H), 9.02 (s, 1H), 8.31 (m, 2H), 8.21 (s, 1H), 7.68 (m, 1H), 7.30 (m, 1H), 7.07 (m, 1H), 3.58 (m, 2H), 2.99 (m, 4H), 2.85 (m, 2H... The product is FC(C(=O)O)(F)F.FC(C(=O)O)(F)F.ClC=1C=NC=2NC=3C=NC=C(CCC4=C(C=CC(NC1N2)=C4)NC(CC4CCN(CC4)S(=O)(=O)N(C)C)=O)C3 (N-[6-Chloro-2,4,8,18,22-pentaazatetracyclo[14.3.1.1(3,7).1(9,13)]docosa-1(20),3(22),4,6,9(21),10,12,16,18-nonaen-12-yl]-2-{1-[(dimethylamino)sulfonyl]piperidin-4-yl}acetamide bis(trifluoroacetate)). Isolated yield 48.0%. The reactants are O=C(O)COc1ccc(Br)cc1Cl, ClCCCl, CCN(C(C)C)C(C)C, NC(=O)c1cccc(N)c1, CN(C)C=O, On1nnc2ccccc21. Product: NC(=O)c1cccc(NC(=O)COc2ccc(Br)cc2Cl)c1. RXN SMILES: [Br:1][c:2]1[cH:3][c:4]([Cl:13])[c:5]([O:6][CH2:7][C:8](=[O:9])[OH:10])[cH:11][cH:12]1.[CH2:24]([Cl:25])[CH2:26][Cl:27].[CH:38]([N:39]([CH2:40][CH3:41])[CH:42]([CH3:43])[CH3:44])([CH3:45])[CH3:46].[NH2:14][c:15]1[cH:16][c:17]([C:18](=[O:19])[NH2:20])[cH:21][cH:22][cH:23]1.[O:47]=[CH:48][N:49]([CH3:50])[CH3:51].[OH:28][n:29]1[c:30]2[cH:31][cH:32][cH:33][cH:34][c:35]2[n:36][n:37]1>>[Br:1][c:2]1[cH:3][c:4]([Cl:13])[c:5]([O:6][CH2:7][C:8](=[O:10])[NH:14][c:15]2[cH:16][c:17]([C:18](=[O:19])[NH2:20])[cH:21][cH:22][cH:23]2)[cH:11][cH:12]1. The reactants are 4-(41-Hydroxyphenyl)benzoic acid, O (water), C(C1=CC=CC=C1)Br (benzyl bromide), C([O-])([O-])=O.[K+].[K+] (potassium carbonate). Run in CN(C=O)C (N,N-dimethylformamide). Conditions: temperature 80 celsius, time 3 hour. Yields the product C(C1=CC=CC=C1)OC(C1=CC=C(C=C1)C1=CC=C(C=C1)OCC1=CC=CC=C1)=O (4-(4′-benzyloxyphenyl)-benzoic acid benzyl ester), product. RXN SMILES: [CH2:1](Br)[C:2]1[CH:7]=[CH:6][CH:5]=[CH:4][CH:3]=1.[C:9](=[O:12])([O-])[O-:10].[K+].[K+].[OH2:15]>CN(C)C=O>[CH2:1]([O:10][C:9](=[O:12])[C:5]1[CH:6]=[CH:7][C:2]([C:1]2[CH:6]=[CH:7][C:2]([O:15][CH2:1][C:2]3[CH:7]=[CH:6][CH:5]=[CH:4][CH:3]=3)=[CH:3][CH:4]=2)=[CH:3][CH:4]=1)[C:2]1[CH:7]=[CH:6][CH:5]=[CH:4][CH:3]=1 |f:1.2.3|. Procedure details: 4-(41-Hydroxyphenyl)benzoic acid (2.0 g) was dissolved in N,N-dimethylformamide (30 ml). To the solution were added benzyl bromide (3.99 g) and potassium carbonate (3.86 g). The mixture was stirred for 3 hours at 80° C. The reactiontmixture was poured into water (100 ml), which was subjected to extraction with ethyl acetate (150 ml). The organic layer was washed with 5% potassium hydrogensulfate, which was then washed with water and dried over anhydrous sodium sulfate. The solvent was distilled ...